Dataset: the Open Reaction Database (ORD), a public repository of structured organic reaction records. Task: describe an organic reaction: reactants, conditions, products, and yield Reactants: COC(=O)c1ccc2cc(Cn3cncc3C)ccc2c1, Cl. Yields the product Cc1cncn1Cc1ccc2cc(C(=O)O)ccc2c1, Cl. Reaction SMILES: [CH3:1][c:2]1[cH:3][n:4][cH:5][n:6]1[CH2:7][c:8]1[cH:9][c:10]2[cH:11][cH:12][c:13]([C:18](=[O:19])[O:20][CH3:21])[cH:14][c:15]2[cH:16][cH:17]1.[ClH:22]>>[CH3:1][c:2]1[cH:3][n:4][cH:5][n:6]1[CH2:7][c:8]1[cH:9][c:10]2[cH:11][cH:12][c:13]([C:18](=[O:19])[OH:20])[cH:14][c:15]2[cH:16][cH:17]1.[ClH:22].